Dataset: the Open Reaction Database (ORD), a public repository of structured organic reaction records. Task: describe an organic reaction: reactants, conditions, products, and yield Starting materials: Br.Br.OC=1C=C(C=CC1)N1CCN(CC1)C1=CC=C(C(=O)O)C=C1 (4-[4-(3-hydroxyphenyl)piperazin-1-yl]benzoic acid dihydrobromide), Cl (HCl), BrCCCCCC (1-bromohexane), O (water). The solvent is [OH-].[Na+] (NaOH), CS(=O)C (dimethylsulfoxide). Reaction conditions: temperature 80 celsius, time 30 minute. The product is Cl.C(CCCCC)OC=1C=C(C=CC1)N1CCN(CC1)C1=CC=C(C(=O)O)C=C1 (4-[4-(3-hexyloxyphenyl)piperazin-1-yl]benzoic acid hydrochloride). RXN SMILES: Br.Br.[OH:3][C:4]1[CH:5]=[C:6]([N:10]2[CH2:15][CH2:14][N:13]([C:16]3[CH:24]=[CH:23][C:19]([C:20]([OH:22])=[O:21])=[CH:18][CH:17]=3)[CH2:12][CH2:11]2)[CH:7]=[CH:8][CH:9]=1.Br[CH2:26][CH2:27][CH2:28][CH2:29][CH2:30][CH3:31].O.[ClH:33]>[OH-].[Na+].CS(C)=O>[ClH:33].[CH2:26]([O:3][C:4]1[CH:5]=[C:6]([N:10]2[CH2:15][CH2:14][N:13]([C:16]3[CH:24]=[CH:23][C:19]([C:20]([OH:22])=[O:21])=[CH:18][CH:17]=3)[CH2:12][CH2:11]2)[CH:7]=[CH:8][CH:9]=1)[CH2:27][CH2:28][CH2:29][CH2:30][CH3:31] |f:0.1.2,6.7,9.10|. Procedure: A solution of 4-[4-(3-hydroxyphenyl)piperazin-1-yl]benzoic acid dihydrobromide (2.396 g) in a mixture of 5% NaOH aq. (16.7 ml) and dimethylsulfoxide (33.3 ml) was stirred for 30 minutes at 80° C. Then, 1-bromohexane (0.88 ml) was added thereto and stirred for 8 hours at 80° C. The reaction mixture was added to water and adjusted to pH 2.0 with 1N HCl. The produced precipitate was collected by filtration and dried under reduced pressure to give 4-[4-(3-hexyloxyphenyl)piperazin-1-yl]benzoic acid h...